This data is from the Open Reaction Database (ORD), a public repository of structured organic reaction records. The task is: describe an organic reaction: reactants, conditions, products, and yield Reactants: FC(C(F)(F)F)(F)C(C)OC1=CC=C(C#N)C=C1 ((±)-4-[1-(1,1,2,2,2-pentafluoroethyl)-ethoxy]-benzonitrile), [H-].[Al+3].[Li+].[H-].[H-].[H-] (lithium aluminum hydride). The solvent is C(C)OCC (diethyl ether). Conditions: time 2 hour. The product is FC(C(F)(F)F)(F)C(C)OC1=CC=C(CN)C=C1 ((±)-4-[1-(1,1,2,2,2-Pentafluoroethyl)-ethoxy]-benzylamine). The yield is 96.8%. RXN SMILES: [F:1][C:2]([CH:8]([O:10][C:11]1[CH:18]=[CH:17][C:14]([C:15]#[N:16])=[CH:13][CH:12]=1)[CH3:9])([F:7])[C:3]([F:6])([F:5])[F:4].[H-].[Al+3].[Li+].[H-].[H-].[H-]>C(OCC)C>[F:1][C:2]([CH:8]([O:10][C:11]1[CH:12]=[CH:13][C:14]([CH2:15][NH2:16])=[CH:17][CH:18]=1)[CH3:9])([F:7])[C:3]([F:4])([F:6])[F:5] |f:1.2.3.4.5.6|. Procedure details: Add (±)-4-[1-(1,1,2,2,2-pentafluoroethyl)-ethoxy]-benzonitrile (1 g, 3.8 mmol) to a slurry of lithium aluminum hydride (400 mg, 10 mmol) in diethyl ether (30 mL) at 0° C. under a nitrogen atmosphere. Stir the mixture at ambient temperature for 2 h, and then quench the reaction sequentially with water (1 mL) and 5N sodium hydroxide (1 mL). Filter the slurry through Celite®, dry the filtrate over Na2SO4, filter and concentrate in vacuo to obtain the title compound (990 mg, 98%). GC-MS m/z: 268 (M+... Starting materials: polyphosphoric acid, CS(=O)(=O)O (methanesulfonic acid), ClC1=CC=C(C=C1)NC1=C(C=CC=C1)C(C)(C)O (2-[2-(4-chlorophenylamino)phenyl]propan-2-ol). Solvent: C1(=CC=CC=C1)C (toluene). Conditions: time 1 hour. The product is ClC1=CC=2C(C3=CC=CC=C3NC2C=C1)(C)C (2-chloro-9,9-dimethyl-9,10-dihydroacridine). Yield: 88.8%. Reaction SMILES: [Cl:1][C:2]1[CH:7]=[CH:6][C:5]([NH:8][C:9]2[CH:14]=[CH:13][CH:12]=[CH:11][C:10]=2[C:15](O)([CH3:17])[CH3:16])=[CH:4][CH:3]=1.CS(O)(=O)=O>C1(C)C=CC=CC=1>[Cl:1][C:2]1[CH:7]=[CH:6][C:5]2[NH:8][C:9]3[C:10](=[CH:11][CH:12]=[CH:13][CH:14]=3)[C:15]([CH3:17])([CH3:16])[C:4]=2[CH:3]=1. Procedure details: 30.3 g (116 mmol) of 2-[2-(4-chlorophenylamino)phenyl]propan-2-ol are dissolved in 700 ml of degassed toluene, a suspension of 93 g of polyphosphoric acid and 61.7 g of methanesulfonic acid is added, and the mixture is stirred at room temperature for 1 h and heated at 50° C. for 1 h. The batch is cooled, added to ice and extracted three times with ethyl acetate. The combined organic phases are washed with saturated sodium chloride solution, dried over magnesium sulfate and evaporated. Filtration... The reactants are CCOC(=O)c1cc(C(C)(C)C)n(CCc2ccccc2)c1C, CN(C)C=O, O, O=P(Cl)(Cl)Cl. The product is CCOC(=O)c1c(C=O)c(C(C)(C)C)n(CCc2ccccc2)c1C. Reaction SMILES: [C:11]([CH3:12])([CH3:13])([CH3:14])[c:15]1[cH:16][c:17]([C:29](=[O:30])[O:31][CH2:32][CH3:33])[c:18]([CH3:28])[n:19]1[CH2:20][CH2:21][c:22]1[cH:23][cH:24][cH:25][cH:26][cH:27]1.[CH3:6][N:7]([CH:8]=[O:9])[CH3:10].[OH2:34].[P:1]([Cl:2])([Cl:3])([Cl:4])=[O:5]>>[CH:8](=[O:9])[c:16]1[c:15]([C:11]([CH3:12])([CH3:13])[CH3:14])[n:19]([CH2:20][CH2:21][c:22]2[cH:23][cH:24][cH:25][cH:26][cH:27]2)[c:18]([CH3:28])[c:17]1[C:29](=[O:30])[O:31][CH2:32][CH3:33]. Reactants: BrC=1C(N(C(=NC1)NCC1CC1)C)=O (5-bromo-2-(cyclopropylmethylamino)-3-methylpyrimidin-4(3H)-one), C(C1=CC=CC=C1)OC1=C(C=C(C=C1)B(O)O)F (4-(benzyloxy)-3-fluorophenylboronic acid), [Cl-].[Li+] (lithium chloride). The reagents and catalysts are C=1C=CC(=CC1)[P](C=2C=CC=CC2)(C=3C=CC=CC3)[Pd]([P](C=4C=CC=CC4)(C=5C=CC=CC5)C=6C=CC=CC6)([P](C=7C=CC=CC7)(C=8C=CC=CC8)C=9C=CC=CC9)[P](C=1C=CC=CC1)(C=1C=CC=CC1)C=1C=CC=CC1 (Pd(PPh3)4). The solvent is O1CCOCC1 (dioxane), C(=O)([O-])[O-].[Na+].[Na+] (Na2CO3). Reaction conditions: temperature 100 celsius, time 30 minute. Product: C(C1=CC=CC=C1)OC1=C(C=C(C=C1)C=1C(N(C(=NC1)NCC1CC1)C)=O)F (5-(4-(benzyloxy)-3-fluorophenyl)-2-(cyclopropylmethylamino)-3-methylpyrimidin-4(3H)-one). Isolated yield 77.7%. As a reaction SMILES: Br[C:2]1[C:3](=[O:14])[N:4]([CH3:13])[C:5]([NH:8][CH2:9][CH:10]2[CH2:12][CH2:11]2)=[N:6][CH:7]=1.[CH2:15]([O:22][C:23]1[CH:28]=[CH:27][C:26](B(O)O)=[CH:25][C:24]=1[F:32])[C:16]1[CH:21]=[CH:20][CH:19]=[CH:18][CH:17]=1.[Cl-].[Li+]>O1CCOCC1.C([O-])([O-])=O.[Na+].[Na+].C1C=CC([P]([Pd]([P](C2C=CC=CC=2)(C2C=CC=CC=2)C2C=CC=CC=2)([P](C2C=CC=CC=2)(C2C=CC=CC=2)C2C=CC=CC=2)[P](C2C=CC=CC=2)(C2C=CC=CC=2)C2C=CC=CC=2)(C2C=CC=CC=2)C2C=CC=CC=2)=CC=1>[CH2:15]([O:22][C:23]1[CH:28]=[CH:27][C:26]([C:2]2[C:3](=[O:14])[N:4]([CH3:13])[C:5]([NH:8][CH2:9][CH:10]3[CH2:12][CH2:11]3)=[N:6][CH:7]=2)=[CH:25][C:24]=1[F:32])[C:16]1[CH:17]=[CH:18][CH:19]=[CH:20][CH:21]=1 |f:2.3,5.6.7,^1:50,52,71,90|. Procedure: A suspension of 5-bromo-2-(cyclopropylmethylamino)-3-methylpyrimidin-4(3H)-one (0.112 g, 0.434 mmol), 4-(benzyloxy)-3-fluorophenylboronic acid (0.128 g, 0.521 mmol), Pd(PPh3)4 (0.025 g, 0.022 mmol) and lithium chloride (0.092 g, 2.17 mmol) in dioxane (1.5 mL) and 2M aqueous Na2CO3 (1.5 mL) was stirred at 100° C. for 30 minutes. The reaction mixture was cooled to room temperature and then partitioned between EtOAc and H2O. The phases were separated, and the aqueous phase was re-extracted with EtO... Starting materials: C[Si](C)(C)C=[N+]=[N-], CO, Cc1ccccc1, CC(OC1OCCC(C(=O)O)C1c1ccccc1)c1cc(C(F)(F)F)cc(C(F)(F)F)c1. The product is COC(=O)C1CCOC(OC(C)c2cc(C(F)(F)F)cc(C(F)(F)F)c2)C1c1ccccc1. RXN SMILES: [CH3:1][Si:2]([CH:3]=[N+:4]=[N-:5])([CH3:6])[CH3:7].[CH3:40][OH:41].[CH3:42][c:43]1[cH:44][cH:45][cH:46][cH:47][cH:48]1.[F:8][C:9]([c:10]1[cH:11][c:12]([CH:20]([CH3:21])[O:22][CH:23]2[O:24][CH2:25][CH2:26][CH:27]([C:35](=[O:36])[OH:37])[CH:28]2[c:29]2[cH:30][cH:31][cH:32][cH:33][cH:34]2)[cH:13][c:14]([C:16]([F:17])([F:18])[F:19])[cH:15]1)([F:38])[F:39]>>[CH3:1][O:37][C:35]([CH:27]1[CH2:26][CH2:25][O:24][CH:23]([O:22][CH:20]([c:12]2[cH:11][c:10]([C:9]([F:8])([F:38])[F:39])[cH:15][c:14]([C:16]([F:17])([F:18])[F:19])[cH:13]2)[CH3:21])[CH:28]1[c:29]1[cH:30][cH:31][cH:32][cH:33][cH:34]1)=[O:36].